This data is from the Open Reaction Database (ORD), a public repository of structured organic reaction records. The task is: describe an organic reaction: reactants, conditions, products, and yield The reactants are BrC=1OC2=C(C1C1=CC=C(C=C1)C1=CC=C(C=C1)O)C=CC=C2 (4′-(2-bromo-benzofuran-3-yl)-biphenyl-4-ol), COC(C(O)CC1=CC=CC=C1)=O (3-phenyllactic acid methyl ester). The product is BrC=1OC2=C(C1C1=CC=C(C=C1)C1=CC=C(C=C1)OC(C(=O)O)CC1=CC=CC=C1)C=CC=C2 (2-[4′-(2-Bromo-benzofuran-3-yl)-biphenyl-4-yloxy]-3-phenyl-propionic acid). Reaction SMILES: [Br:1][C:2]1[O:3][C:4]2[CH:23]=[CH:22][CH:21]=[CH:20][C:5]=2[C:6]=1[C:7]1[CH:12]=[CH:11][C:10]([C:13]2[CH:18]=[CH:17][C:16]([OH:19])=[CH:15][CH:14]=2)=[CH:9][CH:8]=1.C[O:25][C:26](=[O:36])[CH:27]([CH2:29][C:30]1[CH:35]=[CH:34][CH:33]=[CH:32][CH:31]=1)O>>[Br:1][C:2]1[O:3][C:4]2[CH:23]=[CH:22][CH:21]=[CH:20][C:5]=2[C:6]=1[C:7]1[CH:8]=[CH:9][C:10]([C:13]2[CH:18]=[CH:17][C:16]([O:19][CH:27]([CH2:29][C:30]3[CH:35]=[CH:34][CH:33]=[CH:32][CH:31]=3)[C:26]([OH:36])=[O:25])=[CH:15][CH:14]=2)=[CH:11][CH:12]=1. Reported procedure: The title compound was prepared from 4′-(2-bromo-benzofuran-3-yl)-biphenyl-4-ol and 3-phenyllactic acid methyl ester, in substantially the same manner, as described in Example 1, steps g-h, and was obtained as a white solid, mp 148-149° C.; MS m/e 512 (M+); Starting materials: ice water, C(C=C)O (allylalcohol), [Na] (sodium), C(#N)C1=NC(=C(N=C1C#N)Cl)CC (2,3-Dicyano-5-chloro-6-ethylpyrazine). The solvent is CC(=O)C (acetone). Reaction conditions: temperature -5 celsius, time 30 minute. The product is C(#N)C1=NC(=C(N=C1C#N)OCC=C)CC (2,3-dicyano-5-allyloxy-6-ethylpyrazine). Isolated yield 67.0%. As a reaction SMILES: [C:1]([C:3]1[C:8]([C:9]#[N:10])=[N:7][C:6](Cl)=[C:5]([CH2:12][CH3:13])[N:4]=1)#[N:2].[CH2:14]([OH:17])[CH:15]=[CH2:16].[Na]>CC(C)=O>[C:1]([C:3]1[C:8]([C:9]#[N:10])=[N:7][C:6]([O:17][CH2:14][CH:15]=[CH2:16])=[C:5]([CH2:12][CH3:13])[N:4]=1)#[N:2] |^1:17|. Reported procedure: 2,3-Dicyano-5-chloro-6-ethylpyrazine (1.35 g; 0.007 mole) was dissolved in 30 ml of acetone, and while the solution was cooled to -5° C., a solution prepared from 20 ml of allylalcohol and 0.16 g (0.007 mole) of sodium was added dropwise. Then, the mixture was stirred for 30 minutes. The reaction mixture was poured into 200 ml of ice water, and the separated oily product was extracted with toluene. The toluene layer was concentrated under reduced pressure to afford a crude product. The resulting... Reaction SMILES: [CH2:1]([c:2]1[cH:3][cH:4][cH:5][cH:6][cH:7]1)[O:8][C:9](=[O:10])[NH:11][CH2:12][CH2:13][N:14]1[C:15](=[O:39])[C:16]([c:32]2[cH:33][cH:34][cH:35][cH:36][cH:37]2)([CH3:38])[O:17][c:18]2[c:19]1[cH:20][c:21]([C:28](=[O:29])[O:30][CH3:31])[c:22]([C:24]([F:25])([F:26])[F:27])[cH:23]2.[CH2:42]1[O:43][CH2:44][CH2:45][O:46][CH2:47]1.[Na+:41].[OH-:40]>>[CH2:1]([c:2]1[cH:3][cH:4][cH:5][cH:6][cH:7]1)[O:8][C:9](=[O:10])[NH:11][CH2:12][CH2:13][N:14]1[C:15](=[O:39])[C:16]([c:32]2[cH:33][cH:34][cH:35][cH:36][cH:37]2)([CH3:38])[O:17][c:18]2[c:19]1[cH:20][c:21]([C:28](=[O:29])[OH:30])[c:22]([C:24]([F:25])([F:26])[F:27])[cH:23]2. Reactants: COC(=O)c1cc2c(cc1C(F)(F)F)OC(C)(c1ccccc1)C(=O)N2CCNC(=O)OCc1ccccc1, C1COCCO1, [Na+], [OH-]. Yields the product CC1(c2ccccc2)Oc2cc(C(F)(F)F)c(C(=O)O)cc2N(CCNC(=O)OCc2ccccc2)C1=O. The reactants are C(C)(C)OC(=O)C=1C=C2C=C(N(C2=CC1)CC1=NOC(=C1)C=1SC(=CC1)Cl)C(=O)OCC (1-[5-(5-Chloro-thiophen-2-yl)-isoxazol-3-ylmethyl]-1H-indole-2,5-dicarboxylic acid 2-ethyl ester 5-isopropyl ester), [Li+].[OH-] (LiOH). Solvent: C1CCOC1 (THF), CO (MeOH). Conditions: time 2 hour. The product is C(C)(C)OC(=O)C=1C=C2C=C(N(C2=CC1)CC1=NOC(=C1)C=1SC(=CC1)Cl)C(=O)O (1-[5-(5-Chloro-thiophen-2-yl)-isoxazol-3-ylmethyl]-1H-indole-2,5-dicarboxylic acid 5-isopropyl ester). Reaction SMILES: [CH:1]([O:4][C:5]([C:7]1[CH:8]=[C:9]2[C:13](=[CH:14][CH:15]=1)[N:12]([CH2:16][C:17]1[CH:21]=[C:20]([C:22]3[S:23][C:24]([Cl:27])=[CH:25][CH:26]=3)[O:19][N:18]=1)[C:11]([C:28]([O:30]CC)=[O:29])=[CH:10]2)=[O:6])([CH3:3])[CH3:2].[Li+].[OH-]>C1COCC1.CO>[CH:1]([O:4][C:5]([C:7]1[CH:8]=[C:9]2[C:13](=[CH:14][CH:15]=1)[N:12]([CH2:16][C:17]1[CH:21]=[C:20]([C:22]3[S:23][C:24]([Cl:27])=[CH:25][CH:26]=3)[O:19][N:18]=1)[C:11]([C:28]([OH:30])=[O:29])=[CH:10]2)=[O:6])([CH3:3])[CH3:2] |f:1.2|. Procedure details: To a solution of 6.21 g 1-[5-(5-Chloro-thiophen-2-yl)-isoxazol-3-ylmethyl]-1H-indole-2,5-dicarboxylic acid 2-ethyl ester 5-isopropyl ester in 100 ml THF and 40 ml MeOH 52 ml of an aqueous 1M LiOH solution were added and stirred for 2 h. The organic solvents were removed under reduced pressure and the residue acidified with 2 M hydrochloric acid to pH 2. The precipitated product was collected by filtration and dried over P2O5 in vacuo to yield a white solid. Yield: 5.77 g.